This data is from the Open Reaction Database (ORD), a public repository of structured organic reaction records. The task is: describe an organic reaction: reactants, conditions, products, and yield Starting materials: [Br-], Brc1ccc2ncccc2c1, Fc1ccc([Mg+])cc1, C1CCOC1. The product is Fc1ccc(-c2ccc3cc(Br)ccc3n2)cc1. Reaction SMILES: [Br-:1].[Br:10][c:11]1[cH:12][c:13]2[cH:14][cH:15][cH:16][n:17][c:18]2[cH:19][cH:20]1.[F:2][c:3]1[cH:4][cH:5][c:6]([Mg+:9])[cH:7][cH:8]1.[O:21]1[CH2:22][CH2:23][CH2:24][CH2:25]1>>[F:2][c:3]1[cH:4][cH:5][c:6](-[c:16]2[cH:15][cH:14][c:13]3[cH:12][c:11]([Br:10])[cH:20][cH:19][c:18]3[n:17]2)[cH:7][cH:8]1. The reactants are IN1C(CCC1=O)=O (N-iodosuccinimide), FC1=CC=C(C=C1)C1=CC=2N(C=C1)C=CN2 (7-(4-fluoro-phenyl)-imidazo[1,2-a]pyridine), O (water). Solvent: CN(C=O)C (N,N-dimethylformamide). Run at time 2 hour. The product is FC1=CC=C(C=C1)C1=CC=2N(C=C1)C(=CN2)I (7-(4-fluoro-phenyl)-3-iodo-imidazo[1,2-a]pyridine). The yield is 28.9%. RXN SMILES: [F:1][C:2]1[CH:7]=[CH:6][C:5]([C:8]2[CH:13]=[CH:12][N:11]3[CH:14]=[CH:15][N:16]=[C:10]3[CH:9]=2)=[CH:4][CH:3]=1.[I:17]N1C(=O)CCC1=O.O>CN(C)C=O>[F:1][C:2]1[CH:3]=[CH:4][C:5]([C:8]2[CH:13]=[CH:12][N:11]3[C:14]([I:17])=[CH:15][N:16]=[C:10]3[CH:9]=2)=[CH:6][CH:7]=1. Procedure details: To a solution of 7-(4-fluoro-phenyl)-imidazo[1,2-a]pyridine (13.0 g, 61.3 mmol) in N,N-dimethylformamide (100 mL) stirring under a nitrogen atmosphere at ambient was added N-iodosuccinimide (14.5 g, 64.4 mmol). The reaction mixture was stirred for 2 h and then poured into water (1 L) and stirred for a further 30 min. The solid obtained was collected by filtration, washed with water and air dried on the filter. The solid was triturated with ether, collected by filtration and dried under vacuum at... Starting materials: B, CSC, CO, COB(OC)OC, Cn1c2ccc(NC=O)cc2c2c3c(c(-c4ccccc4Cl)cc21)C(=O)NC3=O, C1CCOC1. Yields the product CNc1ccc2c(c1)c1c3c(c(-c4ccccc4Cl)cc1n2C)C(=O)NC3=O. As a reaction SMILES: [BH3:4].[CH3:1][S:2][CH3:3].[CH3:46][OH:47].[CH3:5][O:6][B:7]([O:8][CH3:9])[O:10][CH3:11].[Cl:12][c:13]1[c:14](-[c:19]2[cH:20][c:21]3[n:22]([CH3:40])[c:23]4[cH:24][cH:25][c:26]([NH:37][CH:38]=[O:39])[cH:27][c:28]4[c:29]3[c:30]3[c:31]2[C:32](=[O:36])[NH:33][C:34]3=[O:35])[cH:15][cH:16][cH:17][cH:18]1.[O:41]1[CH2:42][CH2:43][CH2:44][CH2:45]1>>[Cl:12][c:13]1[c:14](-[c:19]2[cH:20][c:21]3[n:22]([CH3:40])[c:23]4[cH:24][cH:25][c:26]([NH:37][CH3:38])[cH:27][c:28]4[c:29]3[c:30]3[c:31]2[C:32](=[O:36])[NH:33][C:34]3=[O:35])[cH:15][cH:16][cH:17][cH:18]1. Reactants: saturated solution, S(=O)=O (sulfur dioxide), N(=O)[O-].[Na+] (sodium nitrite), Cl (hydrochloric acid), NC=1C=C(C=CC1Cl)C1(CCC(N1C)=O)O (5-(3-amino-4-chlorophenyl)-5-hydroxy-1-methyl-2-pyrrolidone). Solvent: C(C)(=O)O (acetic acid), O (water). As a reaction SMILES: N([O-])=O.[Na+].N[C:6]1[CH:7]=[C:8]([C:13]2([OH:20])[N:17]([CH3:18])[C:16](=[O:19])[CH2:15][CH2:14]2)[CH:9]=[CH:10][C:11]=1[Cl:12].[S:21](=[O:23])=[O:22].[ClH:24]>O.C(O)(=O)C.O.O.[Cu](Cl)Cl>[Cl:12][C:11]1[CH:10]=[CH:9][C:8]([C:13]2([OH:20])[N:17]([CH3:18])[C:16](=[O:19])[CH2:15][CH2:14]2)=[CH:7][C:6]=1[S:21]([Cl:24])(=[O:23])=[O:22] |f:0.1,7.8.9|. The reagents and catalysts are O.O.[Cu](Cl)Cl (copper(II)chloride dihydrate). The product is ClC1=C(C=C(C=C1)C1(CCC(N1C)=O)O)S(=O)(=O)Cl (5-(4-Chloro-3-chlorosulfonylphenyl)-5-hydroxy-1-methyl-2-pyrrolidone). Procedure details: A solution of 9.9 g of sodium nitrite in 60 ml of water is metered into, below the surface of, a solution of 30.5 g of 5-(3-amino-4-chlorophenyl)-5-hydroxy-1-methyl-2-pyrrolidone in 300 ml of half-concentrated hydrochloric acid at at 0° to 5° C. The reaction mixture is stirred while cooling for a further 10 min, and then a mixture of 15.2 g of copper(II)chloride dihydrate and 450 ml of a saturated solution of sulfur dioxide in glacial acetic acid is added in portions. The mixture is stirred for ... The reactants are C=CCN, ClCCl, CCCCCC, CCO, COC(=O)C1COc2ccc(Cl)cc2C1. Yields the product C=CCNC(=O)C1COc2ccc(Cl)cc2C1. RXN SMILES: [CH2:16]([CH:17]=[CH2:18])[NH2:19].[CH2:26]([Cl:27])[Cl:28].[CH3:20][CH2:21][CH2:22][CH2:23][CH2:24][CH3:25].[CH3:29][CH2:30][OH:31].[Cl:1][c:2]1[cH:3][cH:4][c:5]2[c:6]([cH:15]1)[CH2:7][CH:8]([C:11]([O:13][CH3:12])=[O:14])[CH2:9][O:10]2>>[Cl:1][c:2]1[cH:3][cH:4][c:5]2[c:6]([cH:15]1)[CH2:7][CH:8]([C:11](=[O:13])[NH:19][CH2:16][CH:17]=[CH2:18])[CH2:9][O:10]2. Procedure: [(1S,2R)-1-Benzyl-3-(4-cyano-2,2-dimethyl-butylamino)-2-hydroxy-propyl]-carbamic acid (3R,3aS,6aR)hexahydro-furo[2,3-b]furan-3-yl ester (0.020 g, 0.05 mmol) was dissolved in CH2Cl2 and treated with diisopropylethylamine (0.016 ml, 0.09 mmol) and 4-acetamidobenzenesulfonyl chloride (0.011 g, 0.05 mmol) at ambient temperature under argon with stirring. After 15 h the reaction mixture was concentrated in vacuo, taken up in EtOAc, washed with sat. aq. NaHCO3, and brine. The organic phase was dried o... Solvent: C(Cl)Cl (CH2Cl2). Isolated yield 18.7%. Reaction SMILES: [O:1]1[C@H:5]2[O:6][CH2:7][CH2:8][C@H:4]2[C@@H:3]([O:9][C:10](=[O:32])[NH:11][C@@H:12]([CH2:25][C:26]2[CH:31]=[CH:30][CH:29]=[CH:28][CH:27]=2)[C@H:13]([OH:24])[CH2:14][NH:15][CH2:16][C:17]([CH3:23])([CH3:22])[CH2:18][CH2:19][C:20]#[N:21])[CH2:2]1.C(N(C(C)C)CC)(C)C.[C:42]([NH:45][C:46]1[CH:51]=[CH:50][C:49]([S:52](Cl)(=[O:54])=[O:53])=[CH:48][CH:47]=1)(=[O:44])[CH3:43]>C(Cl)Cl>[O:1]1[C@H:5]2[O:6][CH2:7][CH2:8][C@H:4]2[C@@H:3]([O:9][C:10](=[O:32])[NH:11][C@@H:12]([CH2:25][C:26]2[CH:27]=[CH:28][CH:29]=[CH:30][CH:31]=2)[C@H:13]([OH:24])[CH2:14][N:15]([S:52]([C:49]2[CH:48]=[CH:47][C:46]([NH:45][C:42](=[O:44])[CH3:43])=[CH:51][CH:50]=2)(=[O:54])=[O:53])[CH2:16][C:17]([CH3:22])([CH3:23])[CH2:18][CH2:19][C:20]#[N:21])[CH2:2]1. Yields the product O1C[C@@H]([C@H]2[C@@H]1OCC2)OC(N[C@H]([C@@H](CN(CC(CCC#N)(C)C)S(=O)(=O)C2=CC=C(C=C2)NC(C)=O)O)CC2=CC=CC=C2)=O ({(1S,2R)-3-[(4-Acetylamino-benzenesulfonyl)-(4-cyano-2,2-dimethyl-butyl)-amino]-1-benzyl-2-hydroxy-propyl}-carbamic acid (3R,3aS,6aR)hexahydro-furo[2,3-b]furan-3-yl ester). Starting materials: C(C)(C)N(CC)C(C)C (diisopropylethylamine), C(C)(=O)NC1=CC=C(C=C1)S(=O)(=O)Cl (4-acetamidobenzenesulfonyl chloride), O1C[C@@H]([C@H]2[C@@H]1OCC2)OC(N[C@H]([C@@H](CNCC(CCC#N)(C)C)O)CC2=CC=CC=C2)=O ([(1S,2R)-1-Benzyl-3-(4-cyano-2,2-dimethyl-butylamino)-2-hydroxy-propyl]-carbamic acid (3R,3aS,6aR)hexahydro-furo[2,3-b]furan-3-yl ester).